From a dataset of the Open Reaction Database (ORD), a public repository of structured organic reaction records. describe an organic reaction: reactants, conditions, products, and yield Isolated yield 87.0%. Procedure details: 3,3,3-Trifluoropropionic acid (67 mg, 0.522 mmol) was reacted with PTU (100 mg, 0.348 mmol) as the same manner as the synthesis of 1-(1-isobutyrylpiperidin-4-yl)-3-(4-(trifluoromethyl)phenyl)urea yielding the final product (120 mg, 0.302 mmol, 87% yield). 1H NMR (d6-DMSO, 300 Mhz): δ 8.80 (s, 1H), 7.58 (s, 4H), 6.38 (d, J=7.8 Hz, 1H), 4.19 (d, J=13.3 Hz, 1H), 3.79 (d, J=13.8 Hz, 1H), 3.71 (m, 4H), 3.16 (t, J=11.1 Hz, 1H), 2.85 (t, J=11.7 Hz, 1H), 1.84 (m, 2H), 1.30 (m, 2H). Reaction SMILES: [F:1][C:2]([F:8])([F:7])[CH2:3][C:4](O)=[O:5].C([N:14]1[CH2:19][CH2:18][CH:17]([NH:20][C:21]([NH:23][C:24]2[CH:29]=[CH:28][C:27]([C:30]([F:33])([F:32])[F:31])=[CH:26][CH:25]=2)=[O:22])[CH2:16][CH2:15]1)(=O)C(C)C>>[F:1][C:2]([F:8])([F:7])[CH2:3][C:4]([N:14]1[CH2:19][CH2:18][CH:17]([NH:20][C:21]([NH:23][C:24]2[CH:29]=[CH:28][C:27]([C:30]([F:31])([F:32])[F:33])=[CH:26][CH:25]=2)=[O:22])[CH2:16][CH2:15]1)=[O:5]. Yields the product FC(CC(=O)N1CCC(CC1)NC(=O)NC1=CC=C(C=C1)C(F)(F)F)(F)F (1-(1-(3,3,3-trifluoropropionyl)piperidin-4-yl)-3-(4-(trifluoromethyl)phenyl)urea). The reactants are FC(CC(=O)O)(F)F (3,3,3-Trifluoropropionic acid), C(C(C)C)(=O)N1CCC(CC1)NC(=O)NC1=CC=C(C=C1)C(F)(F)F (1-(1-isobutyrylpiperidin-4-yl)-3-(4-(trifluoromethyl)phenyl)urea). The reactants are COC=1C=C(C=CC1)C1C(NCCCC1)=O (Hexahydro-3-(3-methoxyphenyl)-2H-azepin-2-one), C(C)(C)[N-]C(C)C.[Li+] (lithium diisopropylamide), Cl (HCl), C(C)Br (Ethyl bromide). The solvent is O1CCCC1 (tetrahydrofuran). The product is C(C)C1(C(NCCCC1)=O)C1=CC(=CC=C1)OC (3-Ethylhexahydro-3-(3-methoxyphenyl)-2H-azepin-2-one). As a reaction SMILES: [CH3:1][O:2][C:3]1[CH:4]=[C:5]([CH:9]2[CH2:15][CH2:14][CH2:13][CH2:12][NH:11][C:10]2=[O:16])[CH:6]=[CH:7][CH:8]=1.[CH:17]([N-]C(C)C)(C)[CH3:18].[Li+].C(Br)C.Cl>O1CCCC1>[CH2:17]([C:9]1([C:5]2[CH:6]=[CH:7][CH:8]=[C:3]([O:2][CH3:1])[CH:4]=2)[CH2:15][CH2:14][CH2:13][CH2:12][NH:11][C:10]1=[O:16])[CH3:18] |f:1.2|. Reported procedure: Hexahydro-3-(3-methoxyphenyl)-2H-azepin-2-one (2.19 g) in dry tetrahydrofuran was added to a stirred solution of lithium diisopropylamide (from butyllithium 1.4 molar 15.7 ml, and diisopropylamine 3.15 ml) under nitrogen at 0° C. Ethyl bromide (1 ml) was added in one portion and the reaction allowed to warm up to room temperature. After two hours the reaction was poured into 2 M HCl, the organic layer separated and the aqueous layer extracted with chloroform. The combined organic layers were dri... Starting materials: [Na] (sodium), C(C)ON=C(CC)C=1C(CC(CC1O)C=1C=C2CCCC2=CC1)=O (2-[1-(ethoxyimino)propyl]-3-hydroxy-5-(5-indanyl)cyclohex-2-en-1-one), C(C1=CC=CC=C1)(=O)Cl (benzoyl chloride). Run in CC(=O)C (acetone). Run at time 5 minute. Yields the product C(C1=CC=CC=C1)(=O)C1=C(C(CC(C1)C=1C=C2CCCC2=CC1)=O)C(CC)=NOCC (3-benzoyl-2-[1-(ethoxyimino)propyl]-5-(5-indanyl)cyclohex-2-en-1-one). Yield: 78.5%. As a reaction SMILES: [Na].[CH2:2]([O:4][N:5]=[C:6]([C:9]1[C:10](=O)[CH2:11][CH:12]([C:16]2[CH:17]=[C:18]3[C:22](=[CH:23][CH:24]=2)[CH2:21][CH2:20][CH2:19]3)[CH2:13][C:14]=1[OH:15])[CH2:7][CH3:8])[CH3:3].[C:26](Cl)(=[O:33])[C:27]1[CH:32]=[CH:31][CH:30]=[CH:29][CH:28]=1>CC(C)=O>[C:26]([C:10]1[CH2:11][CH:12]([C:16]2[CH:17]=[C:18]3[C:22](=[CH:23][CH:24]=2)[CH2:21][CH2:20][CH2:19]3)[CH2:13][C:14](=[O:15])[C:9]=1[C:6](=[N:5][O:4][CH2:2][CH3:3])[CH2:7][CH3:8])(=[O:33])[C:27]1[CH:32]=[CH:31][CH:30]=[CH:29][CH:28]=1 |^1:0|. Reported procedure: The sodium salt of 2-[1-(ethoxyimino)propyl]-3-hydroxy-5-(5-indanyl)cyclohex-2-en-1-one (0.95 mmole) was dissolved in acetone (50 ml) and benzoyl chloride (0.13 g; 0.95 mmole) was added dropwise over a period of 2 minutes. The mixture was stirred at room temperature for 5 minutes, then filtered and evaporated under reduced pressure to give 3-benzoyl-2-[1-(ethoxyimino)propyl]-5-(5-indanyl)cyclohex-2-en-1-one (0.31 g; 75.7%) as a yellow oil. Starting materials: NC1=C(CN2C(=CC=C2)C#N)C=C(C(=C1)Cl)Cl (1-(2-amino-4,5-dichlorobenzyl)-2-pyrrolecarbonitrile), ClC=1C(=CC2=C(CN3C(C(N2)=O)=CC=C3)C1)Cl (7,8-dichloro-5,10-dihydro-11H-pyrrolo[2,1-c][1,4]benzodiazepin-11-one). Procedure: Following the general procedure of Example 1, 1-(2-amino-4,5-dichlorobenzyl)-2-pyrrolecarbonitrile is converted to 7,8-dichloro-5,10-dihydro-11H-pyrrolo[2,1-c][1,4]benzodiazepin-11-one and thence to the title compound. Reaction SMILES: [NH2:1][C:2]1[CH:15]=[C:14]([Cl:16])[C:13]([Cl:17])=[CH:12][C:3]=1[CH2:4][N:5]1[CH:9]=[CH:8][CH:7]=[C:6]1[C:10]#[N:11].ClC1C(Cl)=CC2N[C:27](=O)[C:26]3=CC=[CH:32][N:25]3[CH2:24][C:23]=2C=1>>[Cl:17][C:13]1[C:14]([Cl:16])=[CH:15][C:2]2[N:1]=[C:10]([N:11]3[CH2:27][CH2:26][N:25]([CH3:32])[CH2:24][CH2:23]3)[C:6]3=[CH:7][CH:8]=[CH:9][N:5]3[CH2:4][C:3]=2[CH:12]=1. Yields the product ClC=1C(=CC2=C(CN3C(C(=N2)N2CCN(CC2)C)=CC=C3)C1)Cl (7,8-Dichloro-11-(4-methyl-1-piperazinyl)-5H-pyrrolo[2,1-c][1,4]benzodiazepine). Reactants: COC1=C(C=CC=C1)N1C(=NC(C1)C1=CC=CC=C1)C=1C(=NON1)N (4-(4,5-dihydro-1-(2-methoxyphenyl)-4-phenyl-1H-imidazol-2-yl)-1,2,5-oxadiazol-3-amine), C(#N)C1=C(C(=O)C(=C(C1=O)Cl)Cl)C#N (DDQ). The solvent is C1CCOC1 (THF). Run at time 2 hour. Product: COC1=C(C=CC=C1)N1C(=NC(=C1)C1=CC=CC=C1)C=1C(=NON1)N (4-(1-(2-Methoxyphenyl)-4-phenyl-1H-imidazol-2-yl)-1,2,5-oxadiazol-3-amine). Reaction SMILES: [CH3:1][O:2][C:3]1[CH:8]=[CH:7][CH:6]=[CH:5][C:4]=1[N:9]1[CH2:13][CH:12]([C:14]2[CH:19]=[CH:18][CH:17]=[CH:16][CH:15]=2)[N:11]=[C:10]1[C:20]1[C:21]([NH2:25])=[N:22][O:23][N:24]=1.C(C1C(=O)C(Cl)=C(Cl)C(=O)C=1C#N)#N>C1COCC1>[CH3:1][O:2][C:3]1[CH:8]=[CH:7][CH:6]=[CH:5][C:4]=1[N:9]1[CH:13]=[C:12]([C:14]2[CH:19]=[CH:18][CH:17]=[CH:16][CH:15]=2)[N:11]=[C:10]1[C:20]1[C:21]([NH2:25])=[N:22][O:23][N:24]=1. Procedure: 4-(4,5-dihydro-1-(2-methoxyphenyl)-4-phenyl-1H-imidazol-2-yl)-1,2,5-oxadiazol-3-amine (34 mg, 0.10 mmol) was dissolved in THF with DDQ (23 mg, 0.1 mmol). The reaction mixture was stirred at room temperature for 2 hours, filtered through silica and resubjected to the same reaction conditions overnight. The reaction mixture was absorbed onto a Biotage column and eluted with 5 to 30% EtOAc/hexanes to give a white foam, 28 mg, 0.084 mmol, 84%. HPLC Method B Rt 4.50 min, MH+ 334.10. 1H NMR (500 MHz, ... Product: Cc1ccc(-c2ccccc2[N+](=O)[O-])cc1. Reaction SMILES: [Br:11][c:12]1[c:13]([N+:18](=[O:19])[O-:20])[cH:14][cH:15][cH:16][cH:17]1.[CH:22]([OH:23])([CH3:24])[CH3:25].[Na+:27].[OH-:26].[OH2:21].[c:1]1([CH3:10])[cH:2][cH:3][c:4]([B:7]([OH:8])[OH:9])[cH:5][cH:6]1.[cH:28]1[cH:29][cH:30][cH:31][cH:32][cH:33]1>>[c:1]1([CH3:10])[cH:2][cH:3][c:4](-[c:12]2[c:13]([N+:18](=[O:19])[O-:20])[cH:14][cH:15][cH:16][cH:17]2)[cH:5][cH:6]1. Starting materials: O=[N+]([O-])c1ccccc1Br, CC(C)O, [Na+], [OH-], O, Cc1ccc(B(O)O)cc1, c1ccccc1. Starting materials: C(C1CO1)OC1=CC=CC=C1 (phenyl glycidyl ether), C(CN)N (ethylenediamine), NCCNN1C=NC=C2C13C=CNC3=CC=C2 (1-(2-aminoethylamino)-pyrimido[4,5-d]indole), ClN1C=NC=C2C1=NC1=CC=CC=C21 (1-chloropyrimido[4,5-b]indole), C(\C=C\C(=O)O)(=O)O (fumaric acid). Solvent: CN(C=O)C (dimethylformamide), C(C)(=O)OCC.C(C)O (ethyl acetate ethanol). Conditions: temperature 50 celsius, time 7 hour. Yields the product O(C1=CC=CC=C1)CC(CNCCNC1=C2C=CN=C2C2=CC1=NC=N2)O (1-Phenoxy-3-[2-(pyrimido[4,5,6]indol-4-ylamino)-ethylamino]-propan-2-ol). RXN SMILES: [CH2:1]([O:5][C:6]1[CH:11]=[CH:10][CH:9]=[CH:8][CH:7]=1)[CH:2]1[O:4][CH2:3]1.NCCNN1[C:21]23[C:25](=[CH:26][CH:27]=[CH:28][C:20]2=CN=C1)[NH:24][CH:23]=[CH:22]3.Cl[N:30]1C2=NC3C(C2=C[N:32]=[CH:31]1)=CC=CC=3.[CH2:43]([NH2:46])[CH2:44][NH2:45].C(O)(=O)/C=C/C(O)=O>C(OCC)(=O)C.C(O)C.CN(C)C=O>[O:5]([CH2:1][CH:2]([OH:4])[CH2:3][NH:45][CH2:44][CH2:43][NH:46][C:20]1[C:28]2=[N:30][CH:31]=[N:32][C:26](=[CH:27]2)[C:25]2[C:21]=1[CH:22]=[CH:23][N:24]=2)[C:6]1[CH:11]=[CH:10][CH:9]=[CH:8][CH:7]=1 |f:5.6|. Reported procedure: 1.22 g. phenyl glycidyl ether and 3.7 g. 1-(2-aminoethylamino)-pyrimido[4,5-d]indole (prepared by reacting 1-chloropyrimido[4,5-b]indole with an excess of ethylenediamine) are stirred for 7 hours at 50° C. in 20 ml. dimethylformamide. The reaction mixture is then evaporated and the residue is purified chromatographically over a silica gel column using, as elution agent, methylene chloride-methanol-triethylamine (10:2:0.3 v/v/v). The residue obtained by evaporation of the pure fraction is mixed i...